Dataset: the Open Reaction Database (ORD), a public repository of structured organic reaction records. Task: describe an organic reaction: reactants, conditions, products, and yield Reactants: ClC=1C=NC=C(C1CC1=NNC(C2=CC(=CC=C12)OC(F)F)=O)Cl (4-(3,5-dichloro-pyridin-4-ylmethyl)-7-difluoromethoxy-2H-phthalazin-1-one), O=P(Cl)(Cl)Cl (POCl3). The solvent is C(C)#N (acetonitrile). Product: ClC1=NN=C(C2=CC=C(C=C12)OC(F)F)CC1=C(C=NC=C1Cl)Cl (4-Chloro-1-(3,5-dichloro-pyridin-4-ylmethyl)-6-difluoromethoxy-phthalazine). Isolated yield 97.8%. As a reaction SMILES: [Cl:1][C:2]1[CH:3]=[N:4][CH:5]=[C:6]([Cl:24])[C:7]=1[CH2:8][C:9]1[C:18]2[C:13](=[CH:14][C:15]([O:19][CH:20]([F:22])[F:21])=[CH:16][CH:17]=2)[C:12](=O)[NH:11][N:10]=1.O=P(Cl)(Cl)[Cl:27]>C(#N)C>[Cl:27][C:12]1[C:13]2[C:18](=[CH:17][CH:16]=[C:15]([O:19][CH:20]([F:22])[F:21])[CH:14]=2)[C:9]([CH2:8][C:7]2[C:2]([Cl:1])=[CH:3][N:4]=[CH:5][C:6]=2[Cl:24])=[N:10][N:11]=1. Procedure details: A suspension of 4-(3,5-dichloro-pyridin-4-ylmethyl)-7-difluoromethoxy-2H-phthalazin-1-one (6.64 g, 17.8 mmoles), prepared as described in example 98, in acetonitrile (70 ml), under N2, was added with POCl3 (8.3 ml, 89 mmoles). After 4.5 hours under reflux and 1 night to stand, the mixture was dried under vacuum, taken up in CH2Cl2 and washed with an aqueous Na2CO3 solution, then discoloured with charcoal, filtered over celite and dried again to give 6.8 g of the title compound (yield: 97%). The reactants are O=c1[nH]c2cc(Br)ccc2c2c1CCC2, CCCC[Sn](CCCC)(CCCC)c1ccco1, Cc1ccccc1, c1ccc(P(c2ccccc2)(c2ccccc2)[Pd](P(c2ccccc2)(c2ccccc2)c2ccccc2)(P(c2ccccc2)(c2ccccc2)c2ccccc2)P(c2ccccc2)(c2ccccc2)c2ccccc2)cc1. Product: O=c1[nH]c2cc(-c3ccco3)ccc2c2c1CCC2. RXN SMILES: [Br:1][c:2]1[cH:3][cH:4][c:5]2[c:6]3[c:7]([c:8](=[O:12])[nH:9][c:10]2[cH:11]1)[CH2:13][CH2:14][CH2:15]3.[CH2:16]([Sn:17]([CH2:18][CH2:19][CH2:20][CH3:26])([c:21]1[o:22][cH:23][cH:24][cH:25]1)[CH2:27][CH2:28][CH2:29][CH3:30])[CH2:31][CH2:32][CH3:33].[CH3:34][c:35]1[cH:36][cH:37][cH:38][cH:39][cH:40]1.[cH:41]1[cH:42][cH:43][c:44]([P:45]([Pd:46]([P:47]([c:48]2[cH:49][cH:50][cH:51][cH:52][cH:53]2)([c:54]2[cH:55][cH:56][cH:57][cH:58][cH:59]2)[c:60]2[cH:61][cH:62][cH:63][cH:64][cH:65]2)([P:66]([c:67]2[cH:68][cH:69][cH:70][cH:71][cH:72]2)([c:73]2[cH:74][cH:75][cH:76][cH:77][cH:78]2)[c:79]2[cH:80][cH:81][cH:82][cH:83][cH:84]2)[P:85]([c:86]2[cH:87][cH:88][cH:89][cH:90][cH:91]2)([c:92]2[cH:93][cH:94][cH:95][cH:96][cH:97]2)[c:98]2[cH:99][cH:100][cH:101][cH:102][cH:103]2)([c:104]2[cH:105][cH:106][cH:107][cH:108][cH:109]2)[c:110]2[cH:111][cH:112][cH:113][cH:114][cH:115]2)[cH:116][cH:117]1>>[c:2]1(-[c:21]2[o:22][cH:23][cH:24][cH:25]2)[cH:3][cH:4][c:5]2[c:6]3[c:7]([c:8](=[O:12])[nH:9][c:10]2[cH:11]1)[CH2:13][CH2:14][CH2:15]3. Starting materials: O=C([O-])[O-], COc1ccc([N+](=O)[O-])cc1O, CO, CN(C)C=O, BrC1CCCC1, [K+], [K+], O. Product: COc1ccc([N+](=O)[O-])cc1OC1CCCC1. Reaction SMILES: [C:13](=[O:14])([O-:15])[O-:16].[CH3:1][O:2][c:3]1[c:4]([OH:12])[cH:5][c:6]([N+:9](=[O:10])[O-:11])[cH:7][cH:8]1.[CH3:25][OH:26].[CH3:27][N:28]([CH3:29])[CH:30]=[O:31].[CH:19]1([Br:24])[CH2:20][CH2:21][CH2:22][CH2:23]1.[K+:17].[K+:18].[OH2:32]>>[CH3:1][O:2][c:3]1[c:4]([O:12][CH:19]2[CH2:20][CH2:21][CH2:22][CH2:23]2)[cH:5][c:6]([N+:9](=[O:10])[O-:11])[cH:7][cH:8]1. The reactants are [Li]CCCC, CC(C)[N-]C(C)C, CC(C)NC(C)C, CC(C)C=O, Clc1ccnc(Cl)n1, [Li+], C1CCOC1. Product: CC(C)C(O)c1cnc(Cl)nc1Cl. RXN SMILES: [CH2:8]([Li:9])[CH2:10][CH2:11][CH3:12].[CH3:14][CH:15]([N-:16][CH:17]([CH3:18])[CH3:19])[CH3:20].[CH:1]([NH:2][CH:3]([CH3:4])[CH3:5])([CH3:6])[CH3:7].[CH:29]([CH:30]([CH3:31])[CH3:32])=[O:33].[Cl:21][c:22]1[n:23][cH:24][cH:25][c:26]([Cl:28])[n:27]1.[Li+:13].[O:34]1[CH2:35][CH2:36][CH2:37][CH2:38]1>>[Cl:21][c:22]1[n:23][cH:24][c:25]([CH:29]([CH:30]([CH3:31])[CH3:32])[OH:33])[c:26]([Cl:28])[n:27]1. Starting materials: Cl (hydrochloric acid), cuprous chloride, N(=O)OC(C)(C)C (tert-butyl nitrite), NC=1C(=C(C(=O)O)C=C(C1F)F)F (3-amino-2,4,5-trifluorobenzoic acid). Run in C(C)#N (acetonitrile). Reaction conditions: temperature 60 celsius. The product is ClC=1C(=C(C(=O)O)C=C(C1F)F)F (3-chloro-2,4,5-trifluorobenzoic acid). RXN SMILES: N(OC(C)(C)C)=O.N[C:9]1[C:10]([F:20])=[C:11]([CH:15]=[C:16]([F:19])[C:17]=1[F:18])[C:12]([OH:14])=[O:13].[ClH:21]>C(#N)C>[Cl:21][C:9]1[C:10]([F:20])=[C:11]([CH:15]=[C:16]([F:19])[C:17]=1[F:18])[C:12]([OH:14])=[O:13]. Procedure: 9.3 g of anhydrous cuprous chloride and 8.8 g of tert-butyl nitrite were added to 150 ml of acetonitrile and under stirring and heating at 60° C. 11 g of 3-amino-2,4,5-trifluorobenzoic acid 26 (a commercial product) was added. The mixture was stirred for 20 minutes. After cooling, 500 ml of 15% hydrochloric acid was added and the mixture was extracted with ethyl acetate. The extract was dried over anhydrous sodium sulfate and the solvent was then removed under reduced pressure. Finally the resid... The reactants are N1=CN=C2N=CNC2=C1N (adenine), C(C(=C)CC(=O)OC)(=O)OC (dimethyl itaconate), [H-].[Na+] (sodium hydride). Solvent: CN(C=O)C (N,N-dimethylformamide). Conditions: temperature 120 celsius, time 8 day. Product: N1=CN=C2N(C=NC2=C1N)CC(C(=O)OC)CC(=O)OC (dimethyl 2-(adenin-9-ylmethyl)-succinate). Yield: 76.4%. Reaction SMILES: [N:1]1[C:9]([NH2:10])=[C:8]2[C:4]([N:5]=[CH:6][NH:7]2)=[N:3][CH:2]=1.[C:11]([O:20][CH3:21])(=[O:19])[C:12]([CH2:14][C:15]([O:17][CH3:18])=[O:16])=[CH2:13].[H-].[Na+]>CN(C)C=O>[N:1]1[C:9]([NH2:10])=[C:8]2[C:4]([N:5]([CH2:13][CH:12]([CH2:14][C:15]([O:17][CH3:18])=[O:16])[C:11]([O:20][CH3:21])=[O:19])[CH:6]=[N:7]2)=[N:3][CH:2]=1 |f:2.3|. Reported procedure: A mixture of adenine (5.40 g, 0.040 mol), dimethyl itaconate (8.00 g, 0.051 mol), sodium hydride (55% in oil, 0.2 g) and dry N,N-dimethylformamide (125 ml) was warmed to 120° C. and then kept with stirring at room temperature for 8 days. The precipitate was filtered, washed with dichloromethane (3×15 ml) and dried in vacuum to yield 8.96 g (76 g) of dimethyl 2-(adenin-9-ylmethyl)-succinate.